Dataset: the Open Reaction Database (ORD), a public repository of structured organic reaction records. Task: describe an organic reaction: reactants, conditions, products, and yield The reactants are COc1cccc(CCC(=O)c2cn(C(c3ccccc3)(c3ccccc3)c3ccccc3)cn2)c1OC, O=CO. Yields the product COc1cccc(CCC(=O)c2c[nH]cn2)c1OC. As a reaction SMILES: [CH3:1][O:2][c:3]1[c:4]([CH2:11][CH2:12][C:13](=[O:14])[c:15]2[n:16][cH:17][n:18]([C:20]([c:21]3[cH:22][cH:23][cH:24][cH:25][cH:26]3)([c:27]3[cH:28][cH:29][cH:30][cH:31][cH:32]3)[c:33]3[cH:34][cH:35][cH:36][cH:37][cH:38]3)[cH:19]2)[cH:5][cH:6][cH:7][c:8]1[O:9][CH3:10].[CH:39]([OH:40])=[O:41]>>[CH3:1][O:2][c:3]1[c:4]([CH2:11][CH2:12][C:13](=[O:14])[c:15]2[n:16][cH:17][nH:18][cH:19]2)[cH:5][cH:6][cH:7][c:8]1[O:9][CH3:10]. Starting materials: CO (methanol), O=S1(CCC(=CC1)C1=C(C=C(C=C1)N1C(O[C@H](C1)CN=[N+]=[N-])=O)F)=O ((5R)-3-[4-(1,1-Dioxo-3,6-dihydro-2H-thiopyran-4-yl)-3-fluorophenyl]-5-(azidomethyl) oxazolidin-2-one), S1CCC(CC1)C1=C(C=C(C=C1F)N1C(O[C@H](C1)CN1N=NC(=C1)C)=O)F ((5R)-3-[4-(Tetrahydro-2H-thiopyran-4-yl)-3,5-difluorophenyl]-5-[(4-methyl-1,2,3-triazol-1-yl)methyl]oxazolidin-2-one), ClC1=CC(=CC=C1)C(=O)OO (3-chloro perbenzoic acid). Solvent: ClCCl (dichloromethane). The product is O=S1(CCC(CC1)C1=C(C=C(C=C1F)N1C(O[C@H](C1)CN1N=NC(=C1)C)=O)F)=O ((5R)-3-[4-(1,1-Dioxo-tetrahydro-2H-thiopyran-4-yl)-3,5-difluorophenyl]-5-[(4-methyl-1,2,3-triazol-1-yl)methyl]oxazolidin-2-one), solid. As a reaction SMILES: S1CCC(C2C([F:13])=CC(N3C[C@H](CN4C=C(C)N=N4)OC3=O)=CC=2F)CC1.Cl[C:29]1[CH:34]=CC=C(C(OO)=O)[CH:30]=1.[O:39]=[S:40]1(=[O:63])[CH2:45][CH:44]=[C:43]([C:46]2[CH:51]=[CH:50][C:49]([N:52]3[CH2:56][C@H:55]([CH2:57][N:58]=[N+:59]=[N-:60])[O:54][C:53]3=[O:61])=[CH:48][C:47]=2[F:62])[CH2:42][CH2:41]1.CO>ClCCl>[O:63]=[S:40]1(=[O:39])[CH2:41][CH2:42][CH:43]([C:46]2[C:51]([F:13])=[CH:50][C:49]([N:52]3[CH2:56][C@H:55]([CH2:57][N:58]4[CH:30]=[C:29]([CH3:34])[N:60]=[N:59]4)[O:54][C:53]3=[O:61])=[CH:48][C:47]=2[F:62])[CH2:44][CH2:45]1. Procedure: (5R)-3-[4-(Tetrahydro-2H-thiopyran-4-yl)-3,5-difluorophenyl]-5 [(4-methyl-1,2,3-triazol-1-yl)methyl]oxazolidin-2-one (Example 24) (0.5 g, 1.27 mmol) was oxidized with 3-chloro perbenzoic acid (0.94 g, 3.8 mmol) as described for Intermediate 2. Chromatography on silica gel with 0-10% methanol in dichloromethane gave the title compound as as colourless solid (0.54 g).